Dataset: the Open Reaction Database (ORD), a public repository of structured organic reaction records. Task: describe an organic reaction: reactants, conditions, products, and yield Starting materials: FC1=CC=C(C=C1)CN1C(=NC2=C1C=CC=C2)NC2CCN(CC2)CCNC(=S)N (N-[2-[4-[[1-[(4-fluorophenyl)methyl]-1H-benzimidazol-2-yl]amino]-1-piperidinyl]ethyl]thiourea), C([O-])([O-])=O.[K+].[K+] (potassium carbonate), ClCC(C)=O (1-chloro-2-propanone). The solvent is O1CCCC1 (tetrahydrofuran), O1CCCC1 (tetrahydrofuran). Reaction conditions: time 8 hour. Yields the product FC1=CC=C(C=C1)CN1C(=NC2=C1C=CC=C2)NC2CCN(CC2)CCNC=2SC=C(N2)C (1-[(4-fluorophenyl)methyl]-N-[1-[2-[(4-methyl-2-thiazolyl)amino]ethyl]-4-piperidinyl]-1H-benzimidazol-2-amine). The yield is 81.0%. RXN SMILES: [F:1][C:2]1[CH:7]=[CH:6][C:5]([CH2:8][N:9]2[C:13]3[CH:14]=[CH:15][CH:16]=[CH:17][C:12]=3[N:11]=[C:10]2[NH:18][CH:19]2[CH2:24][CH2:23][N:22]([CH2:25][CH2:26][NH:27][C:28]([NH2:30])=[S:29])[CH2:21][CH2:20]2)=[CH:4][CH:3]=1.C(=O)([O-])[O-].[K+].[K+].Cl[CH2:38][C:39](=O)[CH3:40]>O1CCCC1>[F:1][C:2]1[CH:7]=[CH:6][C:5]([CH2:8][N:9]2[C:13]3[CH:14]=[CH:15][CH:16]=[CH:17][C:12]=3[N:11]=[C:10]2[NH:18][CH:19]2[CH2:24][CH2:23][N:22]([CH2:25][CH2:26][NH:27][C:28]3[S:29][CH:38]=[C:39]([CH3:40])[N:30]=3)[CH2:21][CH2:20]2)=[CH:4][CH:3]=1 |f:1.2.3|. Reported procedure: To a stirred mixture of 4.3 parts of N-[2-[4-[[1-[(4-fluorophenyl)methyl]-1H-benzimidazol-2-yl]amino]-1-piperidinyl]ethyl]thiourea, 2.1 parts of potassium carbonate and 45 parts of tetrahydrofuran was added dropwise a solution of 0.9 parts of 1-chloro-2-propanone in a small amount of tetrahydrofuran. Upon completion, stirring at room temperature was continued overnight. The reaction mixture was filtered over Hyflo and the filtrate was evaporated. The residue was crystallized from acetonitrile. T... Starting materials: O=C(O)c1cc(Br)c(Cl)s1, CCN(C(C)C)C(C)C, ClCCl, NC(Cc1ccccc1C(F)(F)F)CN1C(=O)c2ccccc2C1=O. The product is O=C(NC(Cc1ccccc1C(F)(F)F)CN1C(=O)c2ccccc2C1=O)c1cc(Br)c(Cl)s1. RXN SMILES: [Br:1][c:2]1[cH:3][c:4]([C:8](=[O:9])[OH:10])[s:5][c:6]1[Cl:7].[CH:11]([N:12]([CH:13]([CH3:14])[CH3:15])[CH2:16][CH3:17])([CH3:18])[CH3:19].[Cl:45][CH2:46][Cl:47].[NH2:20][CH:21]([CH2:22][N:23]1[C:24](=[O:33])[c:25]2[cH:26][cH:27][cH:28][cH:29][c:30]2[C:31]1=[O:32])[CH2:34][c:35]1[c:36]([C:41]([F:42])([F:43])[F:44])[cH:37][cH:38][cH:39][cH:40]1>>[Br:1][c:2]1[cH:3][c:4]([C:8](=[O:10])[NH:20][CH:21]([CH2:22][N:23]2[C:24](=[O:33])[c:25]3[cH:26][cH:27][cH:28][cH:29][c:30]3[C:31]2=[O:32])[CH2:34][c:35]2[c:36]([C:41]([F:42])([F:43])[F:44])[cH:37][cH:38][cH:39][cH:40]2)[s:5][c:6]1[Cl:7]. Reactants: BrC1=CC=C(C=C1)C(CC(=O)NC)C1=CC(=C(C=C1)F)F (3-(4-Bromo-phenyl)-3-(3,4-difluoro-phenyl)-N-methyl-propionamide), CC1(OB(OC1(C)C)C=1C=NNC1)C (4-(4,4,5,5-tetramethyl-1,3,2-dioxaborolan-2-yl)-1H-pyrazole). Procedure: 3-(4-Bromo-phenyl)-3-(3,4-difluoro-phenyl)-N-methyl-propionamide was reacted with 4-(4,4,5,5-tetramethyl-1,3,2-dioxaborolan-2-yl)-1H-pyrazole following the procedure set out in Example 1 to give the title compound. LC/MS: (PS-A2) Rt 2.55 [M+H]+ 341.93. Yields the product FC=1C=C(C=CC1F)C(CC(=O)NC)C1=CC=C(C=C1)C=1C=NNC1 (3-(3,4-Difluoro-phenyl)-N-methyl-3-[4-(1H-pyrazol-4-yl)-phenyl]-propionamide). Reaction SMILES: Br[C:2]1[CH:7]=[CH:6][C:5]([CH:8]([C:14]2[CH:19]=[CH:18][C:17]([F:20])=[C:16]([F:21])[CH:15]=2)[CH2:9][C:10]([NH:12][CH3:13])=[O:11])=[CH:4][CH:3]=1.CC1(C)C(C)(C)OB([C:30]2[CH:31]=[N:32][NH:33][CH:34]=2)O1>>[F:21][C:16]1[CH:15]=[C:14]([CH:8]([C:5]2[CH:6]=[CH:7][C:2]([C:30]3[CH:31]=[N:32][NH:33][CH:34]=3)=[CH:3][CH:4]=2)[CH2:9][C:10]([NH:12][CH3:13])=[O:11])[CH:19]=[CH:18][C:17]=1[F:20]. Starting materials: C(C)(C)(C)OC(=O)N1CCC(CC1)(O)C1=CN=CC2=CC=CC=C12 (1-tert-butoxycarbon-yl-4-(isoquinolin-4-yl)-4-hydroxypiperidine), FC(C(=O)O)(F)F (trifluoroacetic acid). The solvent is ClCCl (dichloromethane), [OH-].[Na+] (sodium hydroxide). Conditions: time 18 hour. Yields the product C1=NC=C(C2=CC=CC=C12)C1(CCNCC1)O (4-(isoquinolin-4-yl)-4-hydroxypiperidine). Yield: 56.9%. Reaction SMILES: C(OC([N:8]1[CH2:13][CH2:12][C:11]([C:15]2[C:24]3[C:19](=[CH:20][CH:21]=[CH:22][CH:23]=3)[CH:18]=[N:17][CH:16]=2)([OH:14])[CH2:10][CH2:9]1)=O)(C)(C)C.FC(F)(F)C(O)=O>ClCCl.[OH-].[Na+]>[CH:18]1[C:19]2[C:24](=[CH:23][CH:22]=[CH:21][CH:20]=2)[C:15]([C:11]2([OH:14])[CH2:10][CH2:9][NH:8][CH2:13][CH2:12]2)=[CH:16][N:17]=1 |f:3.4|. Reported procedure: A mixture of 2.0 gm (6.1 mMol) 1-tert-butoxycarbon-yl-4-(isoquinolin-4-yl)-4-hydroxypiperidine, and 4 mL trifluoroacetic acid in 20 mL dichloromethane was stirred at room temperature for 18 hours. The reaction mixture was diluted with 2N sodium hydroxide and the phases were separated. The aqueous phase was extracted well with dichloromethane. The organic phases were combined, washed with saturated aqueous sodium chloride, dried over sodium sulfate and concentrated under reduced pressure. The res... Starting materials: C(C)(=O)O.C(C)(=O)O.COC1=C(O)C=C(C(=C1)O)CC=C(C)C (2-methoxy-5-(3-methyl-2-butenyl)hydroquinone diacetate), ClC1=CC(=CC=C1)C(=O)OO (m-chloroperbenzoic acid). The solvent is ClCCl (dichloromethane). Run at temperature 5 celsius, time 1 hour. Yields the product C(C)(=O)O.C(C)(=O)O.O1C(CC=2C(=CC(=C(O)C2)OC)O)C1(C)C (5-(2,3-epoxy-3-methylbutyl)-2-methoxyhydroquinone diacetate). Yield: 98.4%. RXN SMILES: [C:1]([OH:4])(=[O:3])[CH3:2].[C:5]([OH:8])(=[O:7])[CH3:6].[CH3:9][O:10][C:11]1[CH:17]=[C:16]([OH:18])[C:15]([CH2:19][CH:20]=[C:21]([CH3:23])[CH3:22])=[CH:14][C:12]=1[OH:13].ClC1C=CC=C(C(OO)=[O:32])C=1>ClCCl>[C:1]([OH:4])(=[O:3])[CH3:2].[C:5]([OH:8])(=[O:7])[CH3:6].[O:32]1[C:21]([CH3:23])([CH3:22])[CH:20]1[CH2:19][C:15]1[C:16]([OH:18])=[CH:17][C:11]([O:10][CH3:9])=[C:12]([CH:14]=1)[OH:13] |f:0.1.2,5.6.7|. Procedure details: To a solution of 2-methoxy-5-(3-methyl-2-butenyl)hydroquinone diacetate (2.84 g) in dichloromethane (40 ml) was added m-chloroperbenzoic acid (2.09 g, 80% purity) in several portions at 5° C. After the addition, the mixture was stirred for one hour at 5° C., washed twice with a mixture of aqueous sodium bicarbonate solution and aqueous sodium thiosulfinate solution, dried, and concentrated in vacuo. The residue was crystallized from n-hexane to give 5-(2,3-epoxy-3-methylbutyl)-2-methoxyhydroquin... Starting materials: O=C(n1ccnc1)n1ccnc1, C1CCOC1, NCCCN1Cc2ccc(F)cc2CC1Cc1ccc(F)cc1, Nc1ccncc1, O. Product: O=C(NCCCN1Cc2ccc(F)cc2CC1Cc1ccc(F)cc1)Nc1ccncc1. Reaction SMILES: [C:31](=[O:32])([n:33]1[cH:34][cH:35][n:36][cH:37]1)[n:38]1[cH:39][cH:40][n:41][cH:42]1.[CH2:44]1[O:45][CH2:46][CH2:47][CH2:48]1.[F:1][c:2]1[cH:3][c:4]2[c:9]([cH:10][cH:11]1)[CH2:8][N:7]([CH2:12][CH2:13][CH2:14][NH2:15])[CH:6]([CH2:16][c:17]1[cH:18][cH:19][c:20]([F:23])[cH:21][cH:22]1)[CH2:5]2.[NH2:24][c:25]1[cH:26][cH:27][n:28][cH:29][cH:30]1.[OH2:43]>>[F:1][c:2]1[cH:3][c:4]2[c:9]([cH:10][cH:11]1)[CH2:8][N:7]([CH2:12][CH2:13][CH2:14][NH:15][C:31]([NH:24][c:25]1[cH:26][cH:27][n:28][cH:29][cH:30]1)=[O:32])[CH:6]([CH2:16][c:17]1[cH:18][cH:19][c:20]([F:23])[cH:21][cH:22]1)[CH2:5]2.